From a dataset of the Open Reaction Database (ORD), a public repository of structured organic reaction records. describe an organic reaction: reactants, conditions, products, and yield Reactants: CC(C)(C)OC(=O)NC(Cc1ccc(C(F)(F)F)cc1)C(=O)O, C1CCOC1, CI, [H-], [Na+], O. Yields the product CN(C(=O)OC(C)(C)C)C(Cc1ccc(C(F)(F)F)cc1)C(=O)O. As a reaction SMILES: [C:1]([CH3:2])([CH3:3])([CH3:4])[O:5][C:6](=[O:7])[NH:8][CH:9]([C:10](=[O:11])[OH:12])[CH2:13][c:14]1[cH:15][cH:16][c:17]([C:20]([F:21])([F:22])[F:23])[cH:18][cH:19]1.[CH2:29]1[O:30][CH2:31][CH2:32][CH2:33]1.[CH3:26][I:27].[H-:24].[Na+:25].[OH2:28]>>[C:1]([CH3:2])([CH3:3])([CH3:4])[O:5][C:6](=[O:7])[N:8]([CH:9]([C:10](=[O:11])[OH:12])[CH2:13][c:14]1[cH:15][cH:16][c:17]([C:20]([F:21])([F:22])[F:23])[cH:18][cH:19]1)[CH3:26]. Reactants: C(C)[C@H]1N(CCN(C1)C)C1=C(C=NN1C)N ((R)-5-(2-ethyl-4-methylpiperazin-1-yl)-1-methyl-1H-pyrazol-4-amine), C(C)(C)(C)OC(=O)NC1=C(N=C(S1)C1=C(C=CC=C1F)F)C(=O)O (5-(tert-butoxycarbonylamino)-2-(2,6-difluorophenyl)thiazole-4-carboxylic acid). Yields the product NC1=C(N=C(S1)C1=C(C=CC=C1F)F)C(=O)NC=1C=NN(C1N1[C@@H](CN(CC1)C)CC)C ((R)-5-Amino-2-(2,6-difluorophenyl)-N-(5-(2-ethyl-4-methylpiperazin-1-yl)-1-methyl-1H-pyrazol-4-yl)thiazole-4-carboxamide). Yield: 28.0%. RXN SMILES: [CH2:1]([C@@H:3]1[CH2:8][N:7]([CH3:9])[CH2:6][CH2:5][N:4]1[C:10]1[N:14]([CH3:15])[N:13]=[CH:12][C:11]=1[NH2:16])[CH3:2].C(OC([NH:24][C:25]1[S:29][C:28]([C:30]2[C:35]([F:36])=[CH:34][CH:33]=[CH:32][C:31]=2[F:37])=[N:27][C:26]=1[C:38](O)=[O:39])=O)(C)(C)C>>[NH2:24][C:25]1[S:29][C:28]([C:30]2[C:35]([F:36])=[CH:34][CH:33]=[CH:32][C:31]=2[F:37])=[N:27][C:26]=1[C:38]([NH:16][C:11]1[CH:12]=[N:13][N:14]([CH3:15])[C:10]=1[N:4]1[CH2:5][CH2:6][N:7]([CH3:9])[CH2:8][C@H:3]1[CH2:1][CH3:2])=[O:39]. Procedure: Following the procedure for Example 110, (R)-5-(2-ethyl-4-methylpiperazin-1-yl)-1-methyl-1H-pyrazol-4-amine and 5-(tert-butoxycarbonylamino)-2-(2,6-difluorophenyl)thiazole-4-carboxylic acid from Example 25 gave 176 as a white solid (47 mg, 28% over two steps). 1H NMR (400 MHz, CDCl3) δ 8.58 (s, 1H), 7.87 (s, 1H), 7.37-7.25 (m, 1H), 7.01 (t, J=8.8 Hz, 2H), 6.17 (s, 2H), 3.76 (s, 3H), 3.33 (t, J=11.3 Hz, 1H), 3.22 (t, J=9.2 Hz, 1H), 2.97 (t, J=12.7 Hz, 2H), 2.79 (d, J=11.0 Hz, 1H), 2.41-2.22 (m, 4... Starting materials: FC(C=C)(F)F (3,3,3-trifluoropropene), C(C1=CC=CC=C1)OC1=CC=C(C=C1)I (1-benzyloxy-4-iodobenzene), C(C)(=O)[O-].[K+] (potassium acetate), O (water). The reagents and catalysts are Cl[Pd]Cl (PdCl2). Run in CO (methanol). Product: C(C1=CC=CC=C1)OC1=CC=C(C=C1)C=CC(F)(F)F (1-benzyloxy-4-(3,3,3-trifluoro-1-propenyl)benzene). RXN SMILES: [F:1][C:2]([F:6])([F:5])[CH:3]=[CH2:4].[CH2:7]([O:14][C:15]1[CH:20]=[CH:19][C:18](I)=[CH:17][CH:16]=1)[C:8]1[CH:13]=[CH:12][CH:11]=[CH:10][CH:9]=1.C([O-])(=O)C.[K+].O>CO.Cl[Pd]Cl>[CH2:7]([O:14][C:15]1[CH:20]=[CH:19][C:18]([CH:4]=[CH:3][C:2]([F:6])([F:5])[F:1])=[CH:17][CH:16]=1)[C:8]1[CH:13]=[CH:12][CH:11]=[CH:10][CH:9]=1 |f:2.3|. Reported procedure: At 130° C., 96 g of 3,3,3-trifluoropropene, 155 g of 1-benzyloxy-4-iodobenzene, 68.5 g of potassium acetate and 0.85 g of PdCl2 in 750 ml of methanol were reacted in an autoclave for 20 hours. After cooling to room temperature, the reaction mixture was mixed with water and extracted with ether. The combined organic phases were washed with water, dried and concentrated to give the title product as a colourless crystalline powder, which was reacted further without any purification. Starting materials: CC(=O)SCCC1CCCCN1C(=O)OCc1ccccc1, CCOC(C)=O, [Na+], [OH-]. Product: O=C(OCc1ccccc1)N1CCCCC1CCS. Reaction SMILES: [CH2:1]([c:2]1[cH:3][cH:4][cH:5][cH:6][cH:7]1)[O:8][C:9](=[O:10])[N:11]1[CH:12]([CH2:17][CH2:18][S:19][C:20](=[O:21])[CH3:22])[CH2:13][CH2:14][CH2:15][CH2:16]1.[CH3:25][CH2:26][O:27][C:28](=[O:29])[CH3:30].[Na+:24].[OH-:23]>>[CH2:1]([c:2]1[cH:3][cH:4][cH:5][cH:6][cH:7]1)[O:8][C:9](=[O:10])[N:11]1[CH:12]([CH2:17][CH2:18][SH:19])[CH2:13][CH2:14][CH2:15][CH2:16]1. The reactants are N([C@@H](CC1=CC=CC=C1)C(=O)O)C (H-MePhe-OH), [OH-].[Na+] (sodium hydroxide), C(C)(C)(C)OC(OC(C)(C)C)=O (di-tert.-butylcarbonate), C(CCC)O (butanol), KHCO3. Solvent: O (water). Run at time 2 day. The product is CC(C)(C)OC(=O)N(C)[C@@H](CC1=CC=CC=C1)C(=O)O (Boc-MePHe-OH). Reaction SMILES: [NH:1]([CH3:13])[C@H:2]([C:10]([OH:12])=[O:11])[CH2:3][C:4]1[CH:9]=[CH:8][CH:7]=[CH:6][CH:5]=1.C(O)CCC.[OH-].[Na+].C(O[C:26](=[O:32])[O:27][C:28]([CH3:31])([CH3:30])[CH3:29])(C)(C)C>O>[CH3:31][C:28]([O:27][C:26]([N:1]([C@H:2]([C:10]([OH:12])=[O:11])[CH2:3][C:4]1[CH:5]=[CH:6][CH:7]=[CH:8][CH:9]=1)[CH3:13])=[O:32])([CH3:29])[CH3:30] |f:2.3|. Reported procedure: 3.6 g of H-MePhe-OH are dissolved in a mixture of ter.-butanol, 25 ml of 10% aqueous KHCO3 solution and 5 ml of 4 N sodium hydroxide. 8 ml of di-tert.-butylcarbonate are added and the mixture stirred for 2 days at room temperature. The reaction mixture is diluted with ca. 100 ml of water and extracted with ether. The aqueous phase is acidified, with stirring to pH 2. The precipitated product is extracted with acetic acid, the extract washed with water and dried over Na2SO4. The liquid is evapora...